From a dataset of the Open Reaction Database (ORD), a public repository of structured organic reaction records. describe an organic reaction: reactants, conditions, products, and yield Reactants: N(N)C=1N=NC(=C(N1)C)C1=CC=CC=C1 (3-hydrazino-5-methyl-6-phenyl-1,2,4-triazine), ClC(=O)OCC (ethyl chloroformate), C(C)(C)(C)OC(=O)NCC(=O)O (N-t-butoxycarbonylglycine), mixed acid anhydride. Solvent: C(Cl)Cl (methylene chloride). The product is C(C)(C)(C)OC(=O)NCC(=O)NNC=1N=NC(=C(N1)C)C1=CC=CC=C1 (3-[2-(N-t-butoxycarbonylglycyl)hydrazino]-5-methyl-6-phenyl-1,2,4-triazine). Isolated yield 75.8%. As a reaction SMILES: ClC(OCC)=O.[C:7]([O:11][C:12]([NH:14][CH2:15][C:16]([OH:18])=O)=[O:13])([CH3:10])([CH3:9])[CH3:8].[NH:19]([C:21]1[N:22]=[N:23][C:24]([C:28]2[CH:33]=[CH:32][CH:31]=[CH:30][CH:29]=2)=[C:25]([CH3:27])[N:26]=1)[NH2:20]>C(Cl)Cl>[C:7]([O:11][C:12]([NH:14][CH2:15][C:16]([NH:20][NH:19][C:21]1[N:22]=[N:23][C:24]([C:28]2[CH:29]=[CH:30][CH:31]=[CH:32][CH:33]=2)=[C:25]([CH3:27])[N:26]=1)=[O:18])=[O:13])([CH3:8])([CH3:9])[CH3:10]. Procedure: The reaction of ethyl chloroformate (2.441 g) with N-t-butoxycarbonylglycine (3.938 g) in methylene chloride under ice cooling gave a solution comprising the mixed acid anhydride, which was reacted with 3-hydrazino-5-methyl-6-phenyl-1,2,4-triazine (3.015 g) in a similar manner to that of Example 17-(1) to give 3-[2-(N-t-butoxycarbonylglycyl)hydrazino]-5-methyl-6-phenyl-1,2,4-triazine (4.068 g). The purification was conducted with column chromatography on silica gel (80 g) using a mixture of meth... Reactants: C(C)(C)NC(=O)N1N=C(C2=CC(=CC=C12)C(F)(F)F)NCC(NC1CNC1)=O (3-[(Azetidin-3-ylcarbamoylmethyl)-amino]-5-trifluoromethyl-indazole-1-carboxylic acid isopropylamide), C(C)(C)C1CCC(CC1)=O (4-iso-propyl-cyclohexanone). Yields the product C(C)(C)NC(=O)N1N=C(C2=CC(=CC=C12)C(F)(F)F)NCC(NC1CN(C1)C1CCC(CC1)C(C)C)=O (3-({[1-(4-Isopropyl-cyclohexyl)-azetidin-3-ylcarbamoyl]-methyl}-amino)-5-trifluoromethyl-indazole-1-carboxylic acid isopropylamide). RXN SMILES: [CH:1]([NH:4][C:5]([N:7]1[C:15]2[C:10](=[CH:11][C:12]([C:16]([F:19])([F:18])[F:17])=[CH:13][CH:14]=2)[C:9]([NH:20][CH2:21][C:22](=[O:28])[NH:23][CH:24]2[CH2:27][NH:26][CH2:25]2)=[N:8]1)=[O:6])([CH3:3])[CH3:2].[CH:29]([CH:32]1[CH2:37][CH2:36][C:35](=O)[CH2:34][CH2:33]1)([CH3:31])[CH3:30]>>[CH:1]([NH:4][C:5]([N:7]1[C:15]2[C:10](=[CH:11][C:12]([C:16]([F:18])([F:19])[F:17])=[CH:13][CH:14]=2)[C:9]([NH:20][CH2:21][C:22](=[O:28])[NH:23][CH:24]2[CH2:25][N:26]([CH:35]3[CH2:36][CH2:37][CH:32]([CH:29]([CH3:31])[CH3:30])[CH2:33][CH2:34]3)[CH2:27]2)=[N:8]1)=[O:6])([CH3:3])[CH3:2]. Reported procedure: The title compound was prepared as a white solid from reaction of 3-[(azetidin-3-ylcarbamoylmethyl)-amino]-5-trifluoromethyl-indazole-1-carboxylic acid isopropylamide (as prepared in Example 90, Step A) and 4-iso-propyl-cyclohexanone using the procedure described in Step E of Example 1. Reactants: ClCCl, CC1(CO)CCC2(CC1)OCCO2, O=[Cr]=O, c1ccncc1. Yields the product CC1(C=O)CCC2(CC1)OCCO2. As a reaction SMILES: [CH2:20]([Cl:21])[Cl:22].[CH3:7][C:8]1([CH2:18][OH:19])[CH2:9][CH2:10][C:11]2([O:12][CH2:13][CH2:14][O:15]2)[CH2:16][CH2:17]1.[O:23]=[Cr:24]=[O:25].[cH:1]1[cH:2][cH:3][n:4][cH:5][cH:6]1>>[CH3:7][C:8]1([CH:18]=[O:19])[CH2:9][CH2:10][C:11]2([O:12][CH2:13][CH2:14][O:15]2)[CH2:16][CH2:17]1. Reactants: CCCCc1nc(Cl)c(CCl)n1Cc1ccc(-c2ccccc2C(=O)OC)cc1, CS(C)=O, Cl, [N-]=[N+]=[N-], [Na+], O. As a reaction SMILES: [CH2:1]([CH2:2][CH2:3][CH3:4])[c:5]1[n:6]([CH2:13][c:14]2[cH:15][cH:16][c:17](-[c:20]3[c:21]([C:26](=[O:27])[O:28][CH3:29])[cH:22][cH:23][cH:24][cH:25]3)[cH:18][cH:19]2)[c:7]([CH2:11][Cl:12])[c:8]([Cl:10])[n:9]1.[CH3:35][S:36]([CH3:37])=[O:38].[ClH:30].[N-:32]=[N+:33]=[N-:34].[Na+:31].[OH2:39]>>[CH2:1]([CH2:2][CH2:3][CH3:4])[c:5]1[n:6]([CH2:13][c:14]2[cH:15][cH:16][c:17](-[c:20]3[c:21]([C:26](=[O:27])[O:28][CH3:29])[cH:22][cH:23][cH:24][cH:25]3)[cH:18][cH:19]2)[c:7]([CH2:11][N:32]=[N+:33]=[N-:34])[c:8]([Cl:10])[n:9]1. Yields the product CCCCc1nc(Cl)c(CN=[N+]=[N-])n1Cc1ccc(-c2ccccc2C(=O)OC)cc1. The reactants are C(C(=C)C)(=O)C(C(C(O)(C(C(=C)C)=O)C(C(=C)C)=O)(CO)CO)O.[N+](=O)([O-])C1=CC=C(C(=O)[O-])C=C1 (tris(methacryloyl)pentaerythritol p-nitrobenzoate), stannous chloride, O1CCCC1 (tetrahydrofuran), C([O-])([O-])=O.[Na+].[Na+] (sodium carbonate), ice water, Cl (hydrogen chloride), ice water. Solvent: O (water). Reaction conditions: time 1 hour. The product is C(C(=C)C)(=O)C(C(C(O)(C(C(=C)C)=O)C(C(=C)C)=O)(CO)CO)O.NC1=CC=C(C(=O)[O-])C=C1 (tris(methacryloyl)pentaerythritol p-aminobenzoate). Yield: 97.1%. RXN SMILES: [C:1]([CH:6]([OH:24])[C:7]([CH2:22][OH:23])([CH2:20][OH:21])[C:8]([C:15](=[O:19])[C:16]([CH3:18])=[CH2:17])([C:10](=[O:14])[C:11]([CH3:13])=[CH2:12])[OH:9])(=[O:5])[C:2]([CH3:4])=[CH2:3].[N+:25]([C:28]1[CH:36]=[CH:35][C:31]([C:32]([O-:34])=[O:33])=[CH:30][CH:29]=1)([O-])=O.O1CCCC1.Cl.C(=O)([O-])[O-].[Na+].[Na+]>O>[C:1]([CH:6]([OH:24])[C:7]([CH2:22][OH:23])([CH2:20][OH:21])[C:8]([C:10](=[O:14])[C:11]([CH3:13])=[CH2:12])([C:15](=[O:19])[C:16]([CH3:18])=[CH2:17])[OH:9])(=[O:5])[C:2]([CH3:4])=[CH2:3].[NH2:25][C:28]1[CH:36]=[CH:35][C:31]([C:32]([O-:34])=[O:33])=[CH:30][CH:29]=1 |f:0.1,4.5.6,8.9|. Procedure details: A reactor was charged with 15.1 g of tris(methacryloyl)pentaerythritol p-nitrobenzoate, 35.1 g of stannous chloride and 150 ml of tetrahydrofuran. While stirring the contents and chilling with ice water, hydrogen chloride gas was introduced therein. After a reaction was conducted for 1 hour while chilling ice water and subsequently for 1 hour at room temperature, water and sodium carbonate were added to the liquid reaction mixture to weakly alkalify it. The liquid reaction mixture was subjected ...